Dataset: the Open Reaction Database (ORD), a public repository of structured organic reaction records. Task: describe an organic reaction: reactants, conditions, products, and yield The reactants are C1(CCC2=CC=CC=C12)CC(=O)N1[C@H](C(=O)O)CCC1 (1-(2-indanylacetyl)-L-proline), ON1C(CCC1=O)=O (N-hydroxysuccinimide), C1CCC(CC1)N=C=NC2CCCCC2 (DCC). Run in O1CCCC1 (tetrahydrofuran), O1CCCC1 (tetrahydrofuran). The product is C1(CCC2=CC=CC=C12)CC(=O)N1[C@H](C(=O)OC2C(=O)NC(C2)=O)CCC1 (1-(2-indanylacetyl)-L-prolyloxysuccinimide). Yield: 64.8%. Reaction SMILES: [CH:1]1([CH2:10][C:11]([N:13]2[CH2:20][CH2:19][CH2:18][C@H:14]2[C:15]([OH:17])=[O:16])=[O:12])[C:9]2[C:4](=[CH:5][CH:6]=[CH:7][CH:8]=2)[CH2:3][CH2:2]1.O[N:22]1[C:26](=[O:27])[CH2:25][CH2:24][C:23]1=[O:28].C1CCC(N=C=NC2CCCCC2)CC1>O1CCCC1>[CH:1]1([CH2:10][C:11]([N:13]2[CH2:20][CH2:19][CH2:18][C@H:14]2[C:15]([O:17][CH:24]2[CH2:25][C:26](=[O:27])[NH:22][C:23]2=[O:28])=[O:16])=[O:12])[C:9]2[C:4](=[CH:5][CH:6]=[CH:7][CH:8]=2)[CH2:3][CH2:2]1. Reported procedure: Into a 4 ml of tetrahydrofuran were dissolved 0.82 g of 1-(2-indanylacetyl)-L-proline and 0.35 g of N-hydroxysuccinimide. To the solution was dropwise added a solution of 0.74 g of DCC in 2 ml of tetrahydrofuran at room temperature with stirring. After stirring for a further 17 hours at the same temperature, insoluble components were removed by filtration. From the filtrate the solvent was evaporated under reduced pressure. The oily residue thus obtained was washed with n-hexane, dissolved in 5 ... Reactants: O (water), C([O-])([O-])=O.[K+].[K+] (potassium carbonate), ClC1=CC=CC(=N1)O (6-chloro-2-hydroxypyridine), BrC(C(C(C)OCC1=CC=C(C=C1)Cl)=O)C (1-bromo-3-(4-chlorobenzyloxy)-methyl-2-butanone). The solvent is CC(=O)C (acetone). The product is ClC1=CC=C(COC(C(COC2=NC(=CC=C2)Cl)=O)(C)C)C=C1 (3-(4-chlorobenzyloxy)-1-(6-chloropyridin-2-yloxy)-3-methyl-2-butanone). Yield: 88.9%. Reaction SMILES: Br[CH:2](C)[C:3](=[O:15])[CH:4]([O:6][CH2:7][C:8]1[CH:13]=[CH:12][C:11]([Cl:14])=[CH:10][CH:9]=1)[CH3:5].[C:17](=O)([O-])[O-].[K+].[K+].[Cl:23][C:24]1[N:29]=[C:28]([OH:30])[CH:27]=[CH:26][CH:25]=1.O>CC(C)=O>[Cl:14][C:11]1[CH:10]=[CH:9][C:8]([CH2:7][O:6][C:4]([CH3:5])([CH3:17])[C:3](=[O:15])[CH2:2][O:30][C:28]2[CH:27]=[CH:26][CH:25]=[C:24]([Cl:23])[N:29]=2)=[CH:13][CH:12]=1 |f:1.2.3|. Procedure: 31 g (0.1 mol) of 1-bromo-3-(4-chlorobenzyloxy)-methyl-2-butanone in 200 ml of acetone are heated under reflux with 14 g (0.1 mol) of potassium carbonate and 13 g (0.1 mol) of 6-chloro-2-hydroxypyridine for 6 hours. Thereafter, the reaction mixture is poured into water and extracted with methylene chloride. The organic phase is dried over sodium sulphate and concentrated. 31.5 g (89% of theory) of 3-(4-chlorobenzyloxy)-1-(6-chloropyridin-2-yloxy)-3-methyl-2-butanone are obtained as a light-colou... The product is NC1=C(C=C(C=C1)NC(C)=O)S(=O)(=O)O (2-amino-5-acetylaminobenzenesulfonic acid). Procedure details: That is, 2,5-diaminobenzenesulfonic acid is acetylated with acetic anhydride to obtain 2-amino-5-acetylaminobenzenesulfonic acid, which is then diazotized in an ordinary manner and coupled with 1,7-Cleve's acid to thereby obtain the compound [A] shown below. Reactants: NC1=C(C=C(C=C1)N)S(=O)(=O)O (2,5-diaminobenzenesulfonic acid), C(C)(=O)OC(C)=O (acetic anhydride). As a reaction SMILES: [NH2:1][C:2]1[CH:7]=[CH:6][C:5]([NH2:8])=[CH:4][C:3]=1[S:9]([OH:12])(=[O:11])=[O:10].[C:13](OC(=O)C)(=[O:15])[CH3:14]>>[NH2:1][C:2]1[CH:7]=[CH:6][C:5]([NH:8][C:13](=[O:15])[CH3:14])=[CH:4][C:3]=1[S:9]([OH:12])(=[O:10])=[O:11]. The reactants are N1=CC=C(C=C1)C=1SC=C(N1)NC(NC1=CC=CC(=N1)CN1CCC(CC1)C(=O)OCC)=O (Ethyl 1-{6-[3-(2-(pyridin-4-yl)thiazol-4-yl)ureido]-pyridin-2-ylmethyl}-piperidine-4-carboxylate), Cl (HCl). Run in CO (MeOH). Product: Cl.N1=CC=C(C=C1)C=1SC=C(N1)NC(NC1=CC=CC(=N1)CN1CCC(CC1)C(=O)OCC)=O (Ethyl 1-{6-[3-(2-pyridin-4-yl-thiazol-4-yl)ureido]-pyridin-2-ylmethyl}-piperidine-4-carboxylate Hydrochloride). As a reaction SMILES: [N:1]1[CH:6]=[CH:5][C:4]([C:7]2[S:8][CH:9]=[C:10]([NH:12][C:13](=[O:33])[NH:14][C:15]3[N:20]=[C:19]([CH2:21][N:22]4[CH2:27][CH2:26][CH:25]([C:28]([O:30][CH2:31][CH3:32])=[O:29])[CH2:24][CH2:23]4)[CH:18]=[CH:17][CH:16]=3)[N:11]=2)=[CH:3][CH:2]=1.[ClH:34]>CO>[ClH:34].[N:1]1[CH:2]=[CH:3][C:4]([C:7]2[S:8][CH:9]=[C:10]([NH:12][C:13](=[O:33])[NH:14][C:15]3[N:20]=[C:19]([CH2:21][N:22]4[CH2:27][CH2:26][CH:25]([C:28]([O:30][CH2:31][CH3:32])=[O:29])[CH2:24][CH2:23]4)[CH:18]=[CH:17][CH:16]=3)[N:11]=2)=[CH:5][CH:6]=1 |f:3.4|. Reported procedure: Ethyl 1-{6-[3-(2-pyridin-4-yl-thiazol-4-yl)-ureido]-pyridin-2-ylmethyl}-piperidine-4-carboxylate (50 mg, 0.05 mmol, Example 61) in MeOH (5 mL) was treated with HCl (0.12 mL, 0.06 mmol, 1M in Et2O) to afford the title salt as a yellow solid.